From a dataset of the Open Reaction Database (ORD), a public repository of structured organic reaction records. describe an organic reaction: reactants, conditions, products, and yield Starting materials: CN(C)C1CCNC1, O=C(O)c1cccnc1F, C1CCC2=NCCCN2CC1, c1ccncc1. Product: CN(C)C1CCN(c2ncccc2C(=O)O)C1. RXN SMILES: [CH3:11][N:12]([CH:13]1[CH2:14][NH:15][CH2:16][CH2:17]1)[CH3:18].[F:1][c:2]1[c:3]([C:4](=[O:5])[OH:6])[cH:7][cH:8][cH:9][n:10]1.[N:19]12[CH2:20][CH2:21][CH2:22][N:23]=[C:24]1[CH2:25][CH2:26][CH2:27][CH2:28][CH2:29]2.[cH:30]1[cH:31][cH:32][n:33][cH:34][cH:35]1>>[c:2]1([N:15]2[CH2:14][CH:13]([N:12]([CH3:11])[CH3:18])[CH2:17][CH2:16]2)[c:3]([C:4](=[O:5])[OH:6])[cH:7][cH:8][cH:9][n:10]1. Starting materials: C1=CC=CC=2C3=CC=CC=C3C(C12)COC(=O)N[C@H](C(=O)OC(C)(C)C)CSC[C@@H](CO)O ((R)-tert-butyl 2-(((9H-fluoren-9-yl)methoxy)carbonylamino)-3-((R)-2,3-dihydroxypropylthio)propanoate), C(CCCCCCCCCCCCC)(=O)Cl (tetradecanoyl chloride), C(CCCCCCCCCCC)(=O)OC[C@H](CSC[C@@H](C(=O)OC(C)(C)C)NC(=O)OCC1C2=CC=CC=C2C=2C=CC=CC12)OC(CCCCCCCCCCC)=O ((R)-3-((R)-2-(((9H-fluoren-9-yl)methoxy)carbonylamino)-3-tert-butoxy-3-oxopropylthio)propane-1,2-diyl didodecanoate). The product is C(CCCCCCCCCCCCC)(=O)OC[C@H](CSC[C@@H](C(=O)OC(C)(C)C)NC(=O)OCC1C2=CC=CC=C2C=2C=CC=CC12)OC(CCCCCCCCCCCCC)=O ((R)-3-((R)-2-(((9H-fluoren-9-yl)methoxy)carbonylamino)-3-tert-butoxy-3-oxopropylthio)propane-1,2-diyl ditetradecanoate). RXN SMILES: [CH:1]1[C:13]2[CH:12]([CH2:14][O:15][C:16]([NH:18][C@@H:19]([CH2:27][S:28][CH2:29][C@H:30]([OH:33])[CH2:31][OH:32])[C:20]([O:22][C:23]([CH3:26])([CH3:25])[CH3:24])=[O:21])=[O:17])[C:11]3[C:6](=[CH:7][CH:8]=[CH:9][CH:10]=3)[C:5]=2[CH:4]=[CH:3][CH:2]=1.[C:34](Cl)(=[O:48])[CH2:35][CH2:36][CH2:37][CH2:38][CH2:39][CH2:40][CH2:41][CH2:42][CH2:43][CH2:44][CH2:45][CH2:46][CH3:47].C(OC[C@@H](OC(=O)CCCCCCCCCCC)CSC[C@H](NC([O:80][CH2:81][CH:82]1[C:94]2[CH:93]=[CH:92][CH:91]=[CH:90][C:89]=2[C:88]2[C:83]1=[CH:84][CH:85]=[CH:86][CH:87]=2)=O)C(OC(C)(C)C)=O)(=O)CCCCCCCCCCC>>[C:34]([O:32][CH2:31][C@@H:30]([O:33][C:81](=[O:80])[CH2:82][CH2:83][CH2:84][CH2:85][CH2:86][CH2:87][CH2:88][CH2:89][CH2:94][CH2:93][CH2:92][CH2:91][CH3:90])[CH2:29][S:28][CH2:27][C@H:19]([NH:18][C:16]([O:15][CH2:14][CH:12]1[C:13]2[CH:1]=[CH:2][CH:3]=[CH:4][C:5]=2[C:6]2[C:11]1=[CH:10][CH:9]=[CH:8][CH:7]=2)=[O:17])[C:20]([O:22][C:23]([CH3:26])([CH3:24])[CH3:25])=[O:21])(=[O:48])[CH2:35][CH2:36][CH2:37][CH2:38][CH2:39][CH2:40][CH2:41][CH2:42][CH2:43][CH2:44][CH2:45][CH2:46][CH3:47]. Reported procedure: The product was prepared from (R)-tert-butyl 2-(((9H-fluoren-9-yl)methoxy)carbonylamino)-3-((R)-2,3-dihydroxypropylthio)propanoate (10, 1 eq) and tetradecanoyl chloride (3.7 eq) following the procedure described for compound 11. Reactants: N1(C=NC=C1)C[C@H](C1=CC=CC=C1)OC1=C(C=2CCCC(C2C=C1)=O)CS(=O)(=O)C1=C(C(=O)O)C=CC=C1 (2-{[(2-{[(1S)-2-(1H-imidazol-1-yl)-1-phenylethyl]oxy}-5-oxo-5,6,7,8-tetrahydro-1-naphthalenyl)methyl]sulfonyl}benzoic acid), COCCN (2-methoxyethylamine). Yields the product N1(C=NC=C1)C[C@H](C1=CC=CC=C1)OC1=C(C=2CCCC(C2C=C1)=O)CS(=O)(=O)C1=C(C(=O)NCCOC)C=CC=C1 (2-{[(2-{[(1S)-2-(1H-Imidazol-1-yl)-1-phenylethyl]oxy}-5-oxo-5,6,7,8-tetrahydro-1-naphthalenyl)-methyl]sulfonyl}-N-(2-methoxyethyl)benzamide). The yield is 45.9%. Reaction SMILES: [N:1]1([CH2:6][C@@H:7]([O:14][C:15]2[CH:24]=[CH:23][C:22]3[C:21](=[O:25])[CH2:20][CH2:19][CH2:18][C:17]=3[C:16]=2[CH2:26][S:27]([C:30]2[CH:38]=[CH:37][CH:36]=[CH:35][C:31]=2[C:32]([OH:34])=O)(=[O:29])=[O:28])[C:8]2[CH:13]=[CH:12][CH:11]=[CH:10][CH:9]=2)[CH:5]=[CH:4][N:3]=[CH:2]1.[CH3:39][O:40][CH2:41][CH2:42][NH2:43]>>[N:1]1([CH2:6][C@@H:7]([O:14][C:15]2[CH:24]=[CH:23][C:22]3[C:21](=[O:25])[CH2:20][CH2:19][CH2:18][C:17]=3[C:16]=2[CH2:26][S:27]([C:30]2[CH:38]=[CH:37][CH:36]=[CH:35][C:31]=2[C:32]([NH:43][CH2:42][CH2:41][O:40][CH3:39])=[O:34])(=[O:29])=[O:28])[C:8]2[CH:9]=[CH:10][CH:11]=[CH:12][CH:13]=2)[CH:5]=[CH:4][N:3]=[CH:2]1. Procedure details: Using the method in Example 172, 2-{[(2-{[(1S)-2-(1H-imidazol-1-yl)-1-phenylethyl]oxy}-5-oxo-5,6,7,8-tetrahydro-1-naphthalenyl)methyl]sulfonyl}benzoic acid (53 mg, 0.10 mmol, 0.20M in DMF) and 2-methoxyethylamine (23 mg, 0.30 mmol, 0.6M in DMF) were combined to give 27 mg of the desired compound: Low resolution mass spectrum (LC-MS, APCI) m/z 588 [M+H]+. Starting materials: C1(=CC=CC=C1)B(O)O (phenyl boronic acid), BrC=1SC=C(N1)Br (2,4-dibromothiazole), C1(=CC=CC=C1)C (toluene), C([O-])([O-])=O.[Na+].[Na+] (sodium carbonate). Reagents/catalysts: C=1C=CC(=CC1)[P](C=2C=CC=CC2)(C=3C=CC=CC3)[Pd]([P](C=4C=CC=CC4)(C=5C=CC=CC5)C=6C=CC=CC6)([P](C=7C=CC=CC7)(C=8C=CC=CC8)C=9C=CC=CC9)[P](C=1C=CC=CC1)(C=1C=CC=CC1)C=1C=CC=CC1 (tetrakis(triphenylphosphine)palladium). Solvent: C(C)O (ethanol), O (water). Product: C1(=CC=CC=C1)C=1SC=C(N1)Br (2-phenyl-4-bromothiazole). Isolated yield 71.8%. RXN SMILES: [C:1]1(B(O)O)[CH:6]=[CH:5][CH:4]=[CH:3][CH:2]=1.Br[C:11]1[S:12][CH:13]=[C:14]([Br:16])[N:15]=1.C1(C)C=CC=CC=1.C(=O)([O-])[O-].[Na+].[Na+]>C1C=CC([P]([Pd]([P](C2C=CC=CC=2)(C2C=CC=CC=2)C2C=CC=CC=2)([P](C2C=CC=CC=2)(C2C=CC=CC=2)C2C=CC=CC=2)[P](C2C=CC=CC=2)(C2C=CC=CC=2)C2C=CC=CC=2)(C2C=CC=CC=2)C2C=CC=CC=2)=CC=1.O.C(O)C>[C:1]1([C:11]2[S:12][CH:13]=[C:14]([Br:16])[N:15]=2)[CH:6]=[CH:5][CH:4]=[CH:3][CH:2]=1 |f:3.4.5,^1:33,35,54,73|. Reported procedure: A flask containing 238 mg of tetrakis(triphenylphosphine)palladium, 0.55 g of phenyl boronic acid and 1.00 g of 2,4-dibromothiazole was subjected to nitrogen substitution. To this flask, 30 ml of toluene, 6.1 ml of ethanol, and 9.1 ml of a 2 M sodium carbonate aqueous solution were added, and the obtained mixture was then stirred under reflux for 6 hours. Thereafter, the reaction solution was cooled to a room temperature, and 50 ml of water was then added thereto, followed by extraction with 50 ...